This data is from the Open Reaction Database (ORD), a public repository of structured organic reaction records. The task is: describe an organic reaction: reactants, conditions, products, and yield Starting materials: CC(=O)O[BH-](OC(C)=O)OC(C)=O, Cc1nnc(N)[nH]1, CC(=O)O, [Na+], CCOC(=O)C1CC(=O)C1. Product: CCOC(=O)C1CC(Nc2nnc(C)[nH]2)C1. Reaction SMILES: [C:18]([O:19][BH-:20]([O:21][C:22](=[O:23])[CH3:24])[O:25][C:26](=[O:27])[CH3:28])(=[O:29])[CH3:30].[CH3:1][c:2]1[nH:3][c:4]([NH2:7])[n:5][n:6]1.[CH3:32][C:33](=[O:34])[OH:35].[Na+:31].[O:8]=[C:9]1[CH2:10][CH:11]([C:13](=[O:14])[O:15][CH2:16][CH3:17])[CH2:12]1>>[CH3:1][c:2]1[nH:3][c:4]([NH:7][CH:9]2[CH2:10][CH:11]([C:13](=[O:14])[O:15][CH2:16][CH3:17])[CH2:12]2)[n:5][n:6]1. Reactants: CC(C)(C)[Si](C)(C)Cl, CN(C)C=O, Cl, CC(N)CO, c1c[nH]cn1. The product is CC(N)CO[Si](C)(C)C(C)(C)C. As a reaction SMILES: [C:12]([CH3:13])([CH3:14])([CH3:15])[Si:16]([CH3:17])([CH3:18])[Cl:19].[CH3:20][N:21]([CH3:22])[CH:23]=[O:24].[ClH:1].[NH2:2][CH:3]([CH3:4])[CH2:5][OH:6].[nH:7]1[cH:8][cH:9][n:10][cH:11]1>>[NH2:2][CH:3]([CH3:4])[CH2:5][O:6][Si:16]([C:12]([CH3:13])([CH3:14])[CH3:15])([CH3:17])[CH3:18].